From a dataset of the Open Reaction Database (ORD), a public repository of structured organic reaction records. describe an organic reaction: reactants, conditions, products, and yield The reactants are O1C(CCCC1)OCC#N (tetrahydropyran-2-yloxyethanonitrile), [OH-].[Na+] (sodium hydroxide), C(=O)=O (carbon dioxide). Run in C(C)O (ethanol), C(C)O (ethanol), C(C)#N (acetonitrile). The product is O1C(CCCC1)OCC(=O)[O-].[Na+] (sodium tetrahydropyran-2-yloxyethanoate). RXN SMILES: O1[CH2:6][CH2:5][CH2:4][CH2:3][CH:2]1[O:7][CH2:8]C#N.[OH-:11].[Na+:12].[C:13](=[O:15])=[O:14]>C(O)C.C(#N)C>[O:11]1[CH2:6][CH2:5][CH2:4][CH2:3][CH:2]1[O:7][CH2:8][C:13]([O-:15])=[O:14].[Na+:12] |f:1.2,6.7|. Reported procedure: To a solution of tetrahydropyran-2-yloxyethanonitrile (6.0 g, 42.49 mmol) in ethanol (15 ml) was added aqueous sodium hydroxide solution (10M, 15 ml). Following the initial exothermic reaction the solution was heated under reflux for 1.5 hours, diluted with ethanol (30 ml) and the pH adjusted to 8 by the addition of carbon dioxide pellets. The resulting gelatinous suspension was diluted with acetonitrile (60 ml), filtered at 60° C. through diatomaceous earth and the insoluble material extracted ... Procedure: 4.1 g of 2-[2-(4,4-diphenylpiperid-1-yl)-ethoxy]-ethyl acetoacetate, 15 g of 3-nitrobenzaldehyde, 8 ml of acetic acid and 0.5 ml of piperidine are heated at the boiling point in 300 ml of toluene using a water separator. After 1.9 ml of water have been separated off, the cooled solution is washed with saturated sodium bicarbonate solution and then with water. After the organic phase has been dried with sodium sulfate, the clear reddish-brown solution is concentrated under a high vacuum. The resu... Starting materials: crude product, C(CC(=O)C)(=O)OCCOCCN1CCC(CC1)(C1=CC=CC=C1)C1=CC=CC=C1 (2-[2-(4,4-diphenylpiperid-1-yl)-ethoxy]-ethyl acetoacetate), [N+](=O)([O-])C=1C=C(C=O)C=CC1 (3-nitrobenzaldehyde), C(C)(=O)O (acetic acid), N1CCCCC1 (piperidine), chlorinated hydrocarbons. The product is C(C)(=O)C(C(=O)OCCOCCN1CCC(CC1)(C1=CC=CC=C1)C1=CC=CC=C1)=CC1=CC(=CC=C1)[N+](=O)[O-] (2-[2- (4,4-diphenylpiperid-1-yl)-ethoxy]-ethyl 2-acetyl-3-(3-nitrophenyl)-acrylate). As a reaction SMILES: [C:1]([O:7][CH2:8][CH2:9][O:10][CH2:11][CH2:12][N:13]1[CH2:18][CH2:17][C:16]([C:25]2[CH:30]=[CH:29][CH:28]=[CH:27][CH:26]=2)([C:19]2[CH:24]=[CH:23][CH:22]=[CH:21][CH:20]=2)[CH2:15][CH2:14]1)(=[O:6])[CH2:2][C:3]([CH3:5])=[O:4].[N+:31]([C:34]1[CH:35]=[C:36]([CH:39]=[CH:40][CH:41]=1)[CH:37]=O)([O-:33])=[O:32].C(O)(=O)C.N1CCCCC1>C1(C)C=CC=CC=1.C1C=CC=CC=1.O>[C:3]([C:2](=[CH:37][C:36]1[CH:39]=[CH:40][CH:41]=[C:34]([N+:31]([O-:33])=[O:32])[CH:35]=1)[C:1]([O:7][CH2:8][CH2:9][O:10][CH2:11][CH2:12][N:13]1[CH2:18][CH2:17][C:16]([C:25]2[CH:30]=[CH:29][CH:28]=[CH:27][CH:26]=2)([C:19]2[CH:20]=[CH:21][CH:22]=[CH:23][CH:24]=2)[CH2:15][CH2:14]1)=[O:6])(=[O:4])[CH3:5]. The solvent is C1=CC=CC=C1 (benzene), C1(=CC=CC=C1)C (toluene), O (water). The reactants are COC(=O)C=1C=CC2=C(N=C(O2)C2=CC(=CC=C2)F)C1 (2-(3-Fluoro-phenyl)-benzooxazole-5-carboxylic acid methyl ester), [H-].[Al+3].[Li+].[H-].[H-].[H-] (lithium aluminum hydride), O.O.O.O.O.O.O.O.O.O.O.S(=O)(=O)([O-])[O-].[Na+].[Na+] (water sodium sulfate decahydrate), [H-].[Al+3].[Li+].[H-].[H-].[H-] (Lithium aluminum hydride). The solvent is C1CCOC1 (THF), C1CCOC1 (THF). Reaction conditions: time 10 minute. Yields the product FC=1C=C(C=CC1)C=1OC2=C(N1)C=C(C=C2)CO ([2-(3-Fluoro-phenyl)-benzooxazol-5-yl]-methanol). RXN SMILES: [H-].[Al+3].[Li+].[H-].[H-].[H-].C[O:8][C:9]([C:11]1[CH:12]=[CH:13][C:14]2[O:18][C:17]([C:19]3[CH:24]=[CH:23][CH:22]=[C:21]([F:25])[CH:20]=3)=[N:16][C:15]=2[CH:26]=1)=O.O.O.O.O.O.O.O.O.O.O.O.S([O-])([O-])(=O)=O.[Na+].[Na+]>C1COCC1>[F:25][C:21]1[CH:20]=[C:19]([C:17]2[O:18][C:14]3[CH:13]=[CH:12][C:11]([CH2:9][OH:8])=[CH:26][C:15]=3[N:16]=2)[CH:24]=[CH:23][CH:22]=1 |f:0.1.2.3.4.5,7.8.9.10.11.12.13.14.15.16.17.18.19.20|. Procedure details: Lithium aluminum hydride was added to 100 ml THF and stirred for 10 minutes and cooled in an ice bath. A solution of Compound 69A (9.06 g, 33.4 mmol) in 200 ml THF was added dropwise over ½ hr to the lithium aluminum hydride solution and stirred for 2 h. A saturated solution of water/sodium sulfate decahydrate was added until gas evolution ceased and a heavy white precipitate formed. The reaction was stirred for 30 minutes more and filtered through Celite®, extracted into 2×200 ml ethyl acetate,...